Task: describe an organic reaction: reactants, conditions, products, and yield. Dataset: the Open Reaction Database (ORD), a public repository of structured organic reaction records Reactants: CSSC, O=C(O)c1ccc(Cl)c(F)c1, Cl, [Li]CCCC, C1CCOC1. Product: CSc1c(C(=O)O)ccc(Cl)c1F. Reaction SMILES: [CH3:17][S:18][S:19][CH3:20].[Cl:6][c:7]1[c:8]([F:16])[cH:9][c:10]([C:11](=[O:12])[OH:13])[cH:14][cH:15]1.[ClH:21].[Li:1][CH2:2][CH2:3][CH2:4][CH3:5].[O:22]1[CH2:23][CH2:24][CH2:25][CH2:26]1>>[Cl:6][c:7]1[c:8]([F:16])[c:9]([S:18][CH3:17])[c:10]([C:11](=[O:12])[OH:13])[cH:14][cH:15]1. The reactants are CCCC[Sn](CCCC)(CCCC)c1ccc(C(=O)OCC)cc1, CN1CCCC1=O, CCOC(C)=O, [Cl-], [F-], O=S(=O)(OC1=CCCCC1)C(F)(F)F, [K+], [Li+]. Product: CCOC(=O)c1ccc(C2=CCCCC2)cc1. As a reaction SMILES: [CH2:17]([CH3:18])[O:19][C:20]([c:21]1[cH:22][cH:23][c:24]([Sn:27]([CH2:28][CH2:29][CH2:30][CH3:31])([CH2:32][CH2:33][CH2:34][CH3:35])[CH2:36][CH2:37][CH2:38][CH3:39])[cH:25][cH:26]1)=[O:40].[CH3:43][N:44]1[CH2:45][CH2:46][CH2:47][C:48]1=[O:49].[CH3:50][CH2:51][O:52][C:53](=[O:54])[CH3:55].[Cl-:16].[F-:41].[F:1][C:2]([F:3])([F:4])[S:5]([O:6][C:7]1=[CH:8][CH2:9][CH2:10][CH2:11][CH2:12]1)(=[O:13])=[O:14].[K+:42].[Li+:15]>>[C:7]1([c:24]2[cH:23][cH:22][c:21]([C:20]([O:19][CH2:17][CH3:18])=[O:40])[cH:26][cH:25]2)=[CH:8][CH2:9][CH2:10][CH2:11][CH2:12]1. Starting materials: NC1CC1, CCOC(=O)c1c(C(F)(F)F)nc(C(F)(F)F)c(C(=O)OC)c1Cl, CN(C)C=O. Yields the product CCOC(=O)c1c(C(F)(F)F)nc(C(F)(F)F)c(C(=O)OC)c1NC1CC1. As a reaction SMILES: [CH:25]1([NH2:28])[CH2:26][CH2:27]1.[F:1][C:2]([c:3]1[n:4][c:5]([C:19]([F:20])([F:21])[F:22])[c:6]([C:15](=[O:16])[O:17][CH3:18])[c:7]([Cl:14])[c:8]1[C:9](=[O:10])[O:11][CH2:12][CH3:13])([F:23])[F:24].[O:29]=[CH:30][N:31]([CH3:32])[CH3:33]>>[F:1][C:2]([c:3]1[n:4][c:5]([C:19]([F:20])([F:21])[F:22])[c:6]([C:15](=[O:16])[O:17][CH3:18])[c:7]([NH:28][CH:25]2[CH2:26][CH2:27]2)[c:8]1[C:9](=[O:10])[O:11][CH2:12][CH3:13])([F:23])[F:24]. Reactants: OCc1ccc(N2CCN(Cc3ccccc3)CC2)cc1, CCO. Product: OCc1ccc(N2CCNCC2)cc1. RXN SMILES: [CH2:1]([c:2]1[cH:3][cH:4][cH:5][cH:6][cH:7]1)[N:8]1[CH2:9][CH2:10][N:11]([c:14]2[cH:15][cH:16][c:17]([CH2:20][OH:21])[cH:18][cH:19]2)[CH2:12][CH2:13]1.[CH3:22][CH2:23][OH:24]>>[NH:8]1[CH2:9][CH2:10][N:11]([c:14]2[cH:15][cH:16][c:17]([CH2:20][OH:21])[cH:18][cH:19]2)[CH2:12][CH2:13]1. Reactants: N#CCC(=O)O, O=CC=Cc1ccccc1, Cl, [K+], [OH-]. The product is N#CC(=CC=Cc1ccccc1)C(=O)O. As a reaction SMILES: [C:1](#[N:2])[CH2:3][C:4](=[O:5])[OH:6].[CH:7]([CH:8]=[CH:9][c:10]1[cH:11][cH:12][cH:13][cH:14][cH:15]1)=[O:16].[ClH:17].[K+:19].[OH-:18]>>[C:1](#[N:2])[C:3]([C:4](=[O:5])[OH:6])=[CH:7][CH:8]=[CH:9][c:10]1[cH:11][cH:12][cH:13][cH:14][cH:15]1. Reactants: C(C1=CC=CC=C1)N1CC2C(C(C(C1)C2)=O)=CN(C)C (3-benzyl-7-dimethylaminomethylene-3-aza-bicyclo[3.2.1]octan-6-one), Cl.FC1=CC=C(C=C1)NN ((4-fluoro-phenyl)-hydrazine hydrochloride). Run in C(C)O (ethanol). Product: C(C1=CC=CC=C1)N1CC2C=3C=NN(C3C(C1)C2)C2=CC=C(C=C2)F (9-Benzyl-3-(4-fluoro-phenyl)-3,4,9-triaza-tricyclo[5.3.1.02,6]undeca-2(6),4-diene). Isolated yield 38.3%. RXN SMILES: [CH2:1]([N:8]1[CH2:14][CH:13]2[CH2:15][CH:10]([C:11](=[CH:17][N:18](C)C)[C:12]2=O)[CH2:9]1)[C:2]1[CH:7]=[CH:6][CH:5]=[CH:4][CH:3]=1.Cl.[F:22][C:23]1[CH:28]=[CH:27][C:26]([NH:29]N)=[CH:25][CH:24]=1>C(O)C>[CH2:1]([N:8]1[CH2:14][CH:13]2[CH2:15][CH:10]([C:11]3[CH:17]=[N:18][N:29]([C:26]4[CH:27]=[CH:28][C:23]([F:22])=[CH:24][CH:25]=4)[C:12]=32)[CH2:9]1)[C:2]1[CH:3]=[CH:4][CH:5]=[CH:6][CH:7]=1 |f:1.2|. Procedure: To a solution of 3-benzyl-7-dimethylaminomethylene-3-aza-bicyclo[3.2.1]octan-6-one (0.6 mmol) in ethanol (3 mL) was added (4-fluoro-phenyl)-hydrazine hydrochloride (0.7 mmol). The reaction mixture was heated at reflux overnight, cooled, concentrated and the residue was treated with dichloromethane and aqueous sodium bicarbonate solution. The aqueous layer was extracted with dichloromethane and the organic layer was dried and stripped to provide an oil that was purified by flash chromatography on... Starting materials: CS(=O)(=O)Cl (Methanesulphonyl chloride), NC1=NC(=CC=C1)Br (2-amino-6-bromopyridine), N1=CC=CC=C1 (pyridine). Solvent: ClCCl (dichloromethane), ClCCl (dichloromethane). Run at time 4 hour. The product is BrC1=CC=CC(=N1)NS(=O)(=O)C (N-(6-Bromo-2-pyridinyl)methanesulphonamide). Isolated yield 75.2%. RXN SMILES: [CH3:1][S:2](Cl)(=[O:4])=[O:3].[NH2:6][C:7]1[CH:12]=[CH:11][CH:10]=[C:9]([Br:13])[N:8]=1.N1C=CC=CC=1>ClCCl>[Br:13][C:9]1[N:8]=[C:7]([NH:6][S:2]([CH3:1])(=[O:4])=[O:3])[CH:12]=[CH:11][CH:10]=1. Reported procedure: Methanesulphonyl chloride (0.74 g) in dichloromethane (5 ml) was added over 2 min to a stirred solution of 2-amino-6-bromopyridine (1.1 g) and pyridine (0.57 g) in dichloromethane (5 ml). After 4 h, the solvent was evaporated in vacuo to give an oil which was purified by FCC eluting with System A (95:5:1) to give the title compound as a white solid (1.2 g), m.p. 90°-94° C. Reactants: C[SiH](C)OC1(CC=O)CC(C(C)(C)C)CN1C(=O)OC(C)(C)C, [Cl-], [K+], [NH4+], C1CCOC1, O, O=S(=O)([O-])O. Yields the product CC(O)CC1(O[SiH](C)C)CC(C(C)(C)C)CN1C(=O)OC(C)(C)C. Reaction SMILES: [C:1]([CH3:2])([CH3:3])([CH3:4])[O:5][C:6](=[O:7])[N:8]1[C:9]([CH2:17][CH:18]=[O:19])([O:20][SiH:21]([CH3:22])[CH3:23])[CH2:10][CH:11]([C:13]([CH3:14])([CH3:15])[CH3:16])[CH2:12]1.[Cl-:24].[K+:32].[NH4+:25].[O:33]1[CH2:34][CH2:37][CH2:36][CH2:35]1.[OH2:26].[S:27]([O-:28])([OH:29])(=[O:30])=[O:31]>>[C:1]([CH3:2])([CH3:3])([CH3:4])[O:5][C:6](=[O:7])[N:8]1[C:9]([CH2:17][CH:18]([OH:19])[CH3:34])([O:20][SiH:21]([CH3:22])[CH3:23])[CH2:10][CH:11]([C:13]([CH3:14])([CH3:15])[CH3:16])[CH2:12]1. Starting materials: [H-].[Na+] (NaH), ClC1=CC=C(C=C1)C(C#N)CC (2-(4-chlorophenyl)butanenitrile), CI (MeI). Solvent: CN(C)C=O (DMF). Run at temperature 0 celsius. Yields the product ClC1=CC=C(C=C1)C(C#N)(CC)C (2-(4-Chlorophenyl)-2-methylbutanenitrile). Isolated yield 95.9%. As a reaction SMILES: [Cl:1][C:2]1[CH:7]=[CH:6][C:5]([CH:8]([CH2:11][CH3:12])[C:9]#[N:10])=[CH:4][CH:3]=1.[H-].[Na+].[CH3:15]I>CN(C=O)C>[Cl:1][C:2]1[CH:3]=[CH:4][C:5]([C:8]([CH3:15])([CH2:11][CH3:12])[C:9]#[N:10])=[CH:6][CH:7]=1 |f:1.2|. Procedure: A mixture of 2-(4-chlorophenyl)butanenitrile (6.2 g, 35 mmol) in 50 mL DMF stirred at 0° C., was treated with NaH (0.99 g, 41 mmol). The mixture was stirred at 0° C. for 30 minutes, and was treated with MeI (7.3 g, 52 mmol). The mixture was stirred at 0° C. to room temperature for 2 hours, and was carefully quenched with H2O, and neutralized with 10% HCl to pH=5. The mixture was extracted with ether (3×50 mL). The combined organic layers were washed with brine (30 mL), dried over anhydrous Na2SO...